This data is from the Open Reaction Database (ORD), a public repository of structured organic reaction records. The task is: describe an organic reaction: reactants, conditions, products, and yield The reactants are ClC1(C(NC2=CC=C(C=C12)Cl)=O)C1=C(C=CC=C1)OC (3,5-dichloro-3-(2-methoxyphenyl)-1,3-dihydro-2H-indol-2-one), FC(C(=O)O)(F)F.N[C@H](C(=O)N(C)C)CC(=O)N(C)C ((2S)-2-amino-N,N,N′,N′-tetramethylsuccinamide trifluoroacetate). Yields the product ClC=1C=C2C(C(NC2=CC1)=O)(C1=C(C=CC=C1)OC)N[C@H](C(=O)N(C)C)CC(=O)N(C)C ((2S)-2-{[5-chloro-3-(2-methoxyphenyl)-2-oxo-2,3-dihydro-1H-indol-3-yl]amino}-N,N,N′,N′-tetramethyl succinamide). Reaction SMILES: Cl[C:2]1([C:13]2[CH:18]=[CH:17][CH:16]=[CH:15][C:14]=2[O:19][CH3:20])[C:10]2[C:5](=[CH:6][CH:7]=[C:8]([Cl:11])[CH:9]=2)[NH:4][C:3]1=[O:12].FC(F)(F)C(O)=O.[NH2:28][C@@H:29]([CH2:35][C:36]([N:38]([CH3:40])[CH3:39])=[O:37])[C:30]([N:32]([CH3:34])[CH3:33])=[O:31]>>[Cl:11][C:8]1[CH:9]=[C:10]2[C:5](=[CH:6][CH:7]=1)[NH:4][C:3](=[O:12])[C:2]2([NH:28][C@@H:29]([CH2:35][C:36]([N:38]([CH3:39])[CH3:40])=[O:37])[C:30]([N:32]([CH3:33])[CH3:34])=[O:31])[C:13]1[CH:18]=[CH:17][CH:16]=[CH:15][C:14]=1[O:19][CH3:20] |f:1.2|. Reported procedure: With 1.95 g of 3,5-dichloro-3-(2-methoxyphenyl)-1,3-dihydro-2H-indol-2-one and the compound obtained in Step 69-2 (6.96 mmol, crude form) as starting materials, respectively 0.92 g (Isomer A: colorless powder) and 1.48 g (Isomer B: colorless powder) of two species of diastereoisomers of the title compound were obtained by a similar method to Step 4-2. Reactants: BrB(Br)Br, COc1ccc(-c2ccc(C=O)c(Cl)c2)cc1F. Yields the product O=Cc1ccc(-c2ccc(O)c(F)c2)cc1Cl. RXN SMILES: [B:19]([Br:20])([Br:21])[Br:22].[Cl:1][c:2]1[cH:3][c:4](-[c:10]2[cH:11][c:12]([F:18])[c:13]([O:16][CH3:17])[cH:14][cH:15]2)[cH:5][cH:6][c:7]1[CH:8]=[O:9]>>[Cl:1][c:2]1[cH:3][c:4](-[c:10]2[cH:11][c:12]([F:18])[c:13]([OH:16])[cH:14][cH:15]2)[cH:5][cH:6][c:7]1[CH:8]=[O:9]. Starting materials: CCc1c(CNC)oc2ccccc12, ClCCCl, Cl, O=C(O)C=Cc1cnc2c(c1)CNCC(=O)N2, CN(C)C=O, O, On1nnc2ccccc21. Yields the product CCc1c(CN(C)C(=O)C=Cc2cnc3c(c2)CNCC(=O)N3)oc2ccccc12. RXN SMILES: [CH2:1]([CH3:2])[c:3]1[c:4]([CH2:12][NH:13][CH3:14])[o:5][c:6]2[c:7]1[cH:8][cH:9][cH:10][cH:11]2.[CH2:43]([Cl:44])[CH2:45][Cl:46].[ClH:15].[O:16]=[C:17]1[CH2:18][NH:19][CH2:20][c:21]2[c:22]([n:24][cH:25][c:26]([CH:28]=[CH:29][C:30](=[O:31])[OH:32])[cH:27]2)[NH:23]1.[O:47]=[CH:48][N:49]([CH3:50])[CH3:51].[OH2:52].[OH:33][n:34]1[c:35]2[c:36]([cH:37][cH:38][cH:39][cH:40]2)[n:41][n:42]1>>[CH2:1]([CH3:2])[c:3]1[c:4]([CH2:12][N:13]([CH3:14])[C:30]([CH:29]=[CH:28][c:26]2[cH:25][n:24][c:22]3[c:21]([cH:27]2)[CH2:20][NH:19][CH2:18][C:17](=[O:16])[NH:23]3)=[O:32])[o:5][c:6]2[c:7]1[cH:8][cH:9][cH:10][cH:11]2. Reported procedure: A mixture of intermediate 25 (200 mg, 0.786 mmol) and 2,3,5,6-tetramethylbenzyl chloride (287 mg, 1.57 mmol) in abs. EtOH (2 mL) is heated at 95° C. for 24 h. The reaction mixture is cooled to RT, evaporated to dryness, and the residue suspended in Et2O. The insoluble material is filtered to give 177 mg of the product 236. 1H NMR (DMSO-d6) δ 11.33 (s, 2 H), 7.25-6.95 (m, 11 H), 5.86 (s, 2 H), 4.84 (s, 2 H), 2.35 (s, 6 H), 2.21 (s, 6 H); MS: m/z 401 (M++1). Isolated yield 51.5%. RXN SMILES: [C:1]1([C@H:7]2[C@@H:11]([C:12]3[CH:17]=[CH:16][CH:15]=[CH:14][CH:13]=3)[NH:10][C:9](=[S:18])[NH:8]2)[CH:6]=[CH:5][CH:4]=[CH:3][CH:2]=1.[CH3:19][C:20]1[C:27]([CH3:28])=[CH:26][C:25]([CH3:29])=[C:24]([CH3:30])[C:21]=1[CH2:22][Cl:23]>CCO>[ClH:23].[CH3:30][C:24]1[C:25]([CH3:29])=[CH:26][C:27]([CH3:28])=[C:20]([CH3:19])[C:21]=1[CH2:22][S:18][C:9]1[NH:8][C@H:7]([C:1]2[CH:2]=[CH:3][CH:4]=[CH:5][CH:6]=2)[C@H:11]([C:12]2[CH:13]=[CH:14][CH:15]=[CH:16][CH:17]=2)[N:10]=1 |f:3.4|. Yields the product Cl.CC1=C(CSC=2N[C@@H]([C@@H](N2)C2=CC=CC=C2)C2=CC=CC=C2)C(=C(C=C1C)C)C (2-[(2,3,5,6-Tetramethylbenzyl)thio]-cis-4,5-diphenyl-4,5-dihydro-1H-imidazole hydrochloride). The solvent is CCO (EtOH). Reactants: C1(=CC=CC=C1)[C@@H]1NC(N[C@@H]1C1=CC=CC=C1)=S (cis-4,5-Diphenylimidazolidine-2-thione), CC1=C(CCl)C(=C(C=C1C)C)C (2,3,5,6-tetramethylbenzyl chloride). The reactants are ClCCl, ClCCN1c2ccc(Cl)cc2C(c2ccco2)=NCC1CCl, [Na+], [OH-], O=C(OO)c1cccc(Cl)c1. Product: [O-][N+]1=C(c2ccco2)c2cc(Cl)ccc2N(CCCl)C(CCl)C1. As a reaction SMILES: [CH2:36]([Cl:37])[Cl:38].[Cl:1][c:2]1[cH:3][cH:4][c:5]2[c:6]([cH:22]1)[C:7]([c:17]1[o:18][cH:19][cH:20][cH:21]1)=[N:8][CH2:9][CH:10]([CH2:15][Cl:16])[N:11]2[CH2:12][CH2:13][Cl:14].[Na+:35].[OH-:34].[OH:23][O:24][C:25]([c:26]1[cH:27][c:28]([Cl:29])[cH:30][cH:31][cH:32]1)=[O:33]>>[Cl:1][c:2]1[cH:3][cH:4][c:5]2[c:6]([cH:22]1)[C:7]([c:17]1[o:18][cH:19][cH:20][cH:21]1)=[N+:8]([O-:23])[CH2:9][CH:10]([CH2:15][Cl:16])[N:11]2[CH2:12][CH2:13][Cl:14]. The reactants are CC(CC(=O)O)NC(=O)OC(C)(C)C, CC1(C)CNCCC1(O)c1ccc(Cl)cc1. Yields the product CC(CC(=O)N1CCC(O)(c2ccc(Cl)cc2)C(C)(C)C1)NC(=O)OC(C)(C)C. RXN SMILES: [C:17](=[O:18])([O:19][C:20]([CH3:21])([CH3:22])[CH3:23])[NH:24][CH:25]([CH3:26])[CH2:27][C:28](=[O:29])[OH:30].[Cl:1][c:2]1[cH:3][cH:4][c:5]([C:8]2([OH:16])[C:9]([CH3:14])([CH3:15])[CH2:10][NH:11][CH2:12][CH2:13]2)[cH:6][cH:7]1>>[Cl:1][c:2]1[cH:3][cH:4][c:5]([C:8]2([OH:16])[C:9]([CH3:14])([CH3:15])[CH2:10][N:11]([C:28]([CH2:27][CH:25]([NH:24][C:17](=[O:18])[O:19][C:20]([CH3:21])([CH3:22])[CH3:23])[CH3:26])=[O:29])[CH2:12][CH2:13]2)[cH:6][cH:7]1. Starting materials: ClC1=CC=C(CN(C(OC(C)(C)C)=O)CCO)C=C1 (tert-butyl 4-chlorobenzyl(2-hydroxyethyl)carbamate), CC(=O)OI1(C=2C=CC=CC2C(=O)O1)(OC(=O)C)OC(=O)C (Dess-Martin periodinane), [O-]S(=O)(=S)[O-].[Na+].[Na+] (Na2S2O3). Run in C(Cl)Cl (CH2Cl2), C(Cl)Cl (CH2Cl2). Reaction conditions: time 21 hour. Product: ClC1=CC=C(CN(C(OC(C)(C)C)=O)CC=O)C=C1 (tert-butyl 4-chlorobenzyl(2-oxoethyl)carbamate). RXN SMILES: CC(OI1(OC(C)=O)(OC(C)=O)OC(=O)C2C=CC=CC1=2)=O.[Cl:23][C:24]1[CH:41]=[CH:40][C:27]([CH2:28][N:29]([CH2:37][CH2:38][OH:39])[C:30](=[O:36])[O:31][C:32]([CH3:35])([CH3:34])[CH3:33])=[CH:26][CH:25]=1.[O-]S([O-])(=S)=O.[Na+].[Na+]>C(Cl)Cl>[Cl:23][C:24]1[CH:41]=[CH:40][C:27]([CH2:28][N:29]([CH2:37][CH:38]=[O:39])[C:30](=[O:36])[O:31][C:32]([CH3:35])([CH3:34])[CH3:33])=[CH:26][CH:25]=1 |f:2.3.4|. Procedure details: To a suspension of Dess-Martin periodinane (0.51 g, 0.0012 mol) in anhydrous CH2Cl2 (10 mL) was added a solution of tert-butyl 4-chlorobenzyl(2-hydroxyethyl)carbamate (II-2) (0.29 g, 0.001 mol) in anhydrous CH2Cl2 (5 mL). Then the reaction mixture was stirred at room temperature for 21 h under N2 atmosphere. 1 M of Na2S2O3 (10 mL) was added to the reaction mixture, and after stirring 10 min, the reaction mixture was extracted with CH2Cl2 (10 mL×3). The combined organic layers were washed with 5%...